The task is: describe an organic reaction: reactants, conditions, products, and yield. This data is from the Open Reaction Database (ORD), a public repository of structured organic reaction records. The reactants are BrC1=CC=C(C=C1)[C@H](C)N1C(O[C@](CC1)(C1=CC=C(C=C1)F)CCCNS(=O)(=O)C)=O (N-(3-((R)-3-((S)-1-(4-bromophenyl)ethyl)-6-(4-fluorophenyl)-2-oxo-1,3-oxazinan-6-yl)propyl)methanesulfonamide), N1=C(C=CC=C1)B(O)O (pyridine-2-boronic acid). Product: FC1=CC=C(C=C1)[C@]1(CCN(C(O1)=O)[C@@H](C)C1=CC=C(C=C1)C1=NC=CC=C1)CCCNS(=O)(=O)C (N-(3-((R)-6-(4-fluorophenyl)-2-oxo-3-((S)-1-(4-(pyridin-2-yl)phenyl)ethyl)-1,3-oxazinan-6-yl)propyl)methanesulfonamide). RXN SMILES: Br[C:2]1[CH:7]=[CH:6][C:5]([C@@H:8]([N:10]2[CH2:15][CH2:14][C@:13]([CH2:23][CH2:24][CH2:25][NH:26][S:27]([CH3:30])(=[O:29])=[O:28])([C:16]3[CH:21]=[CH:20][C:19]([F:22])=[CH:18][CH:17]=3)[O:12][C:11]2=[O:31])[CH3:9])=[CH:4][CH:3]=1.[N:32]1[CH:37]=[CH:36][CH:35]=[CH:34][C:33]=1B(O)O>>[F:22][C:19]1[CH:20]=[CH:21][C:16]([C@:13]2([CH2:23][CH2:24][CH2:25][NH:26][S:27]([CH3:30])(=[O:29])=[O:28])[O:12][C:11](=[O:31])[N:10]([C@H:8]([C:5]3[CH:6]=[CH:7][C:2]([C:33]4[CH:34]=[CH:35][CH:36]=[CH:37][N:32]=4)=[CH:3][CH:4]=3)[CH3:9])[CH2:15][CH2:14]2)=[CH:17][CH:18]=1. Procedure: The title compound was prepared from N-(3-((R)-3-((S)-1-(4-bromophenyl)ethyl)-6-(4-fluorophenyl)-2-oxo-1,3-oxazinan-6-yl)propyl)methanesulfonamide and pyridine-2-boronic acid following a procedure analogous to that described in Example 1 Step 2. LC-MS Method 2 tR=1.036 min, m/z=512.1; 1H NMR (CDCl3) 1.49 (d, 3H), 1.60-1.70 (m, 1H), 1.84 (m, 1H), 1.89-1.99 (m, 2H), 2.10-2.20 (m, 2H), 2.25 (m, 1H), 2.74 (s, 3H), 3.01 (m, 2H), 4.22 (m, 1H), 5.64 (m, 1H), 6.97 (m, 4H), 7.16 (m, 3H), 7.58 (d, 1H), 7.... The reactants are O1C(CCCC1)O[C@@H](COC=1C=NC(=NC1)C1=CC=C(C=C1)OCC1=CC=CC=C1)CCCCC (5-[2-(R)-Tetrahydropyranyloxyheptyloxy]-2-(4-benzyloxyphenyl)pyrimidine), C1CCOC1 (THF). Run in CO (methanol). Product: O1C(CCCC1)O[C@@H](COC=1C=NC(=NC1)C1=CC=C(C=C1)O)CCCCC (5-[2-(R)-Tetrahydropyranyloxyheptyloxy]-2-(4-hydroxyphenyl)pyrimidine). Isolated yield 102.0%. Reaction SMILES: [O:1]1[CH2:6][CH2:5][CH2:4][CH2:3][CH:2]1[O:7][C@H:8]([CH2:31][CH2:32][CH2:33][CH2:34][CH3:35])[CH2:9][O:10][C:11]1[CH:12]=[N:13][C:14]([C:17]2[CH:22]=[CH:21][C:20]([O:23]CC3C=CC=CC=3)=[CH:19][CH:18]=2)=[N:15][CH:16]=1.C1COCC1>CO>[O:1]1[CH2:6][CH2:5][CH2:4][CH2:3][CH:2]1[O:7][C@H:8]([CH2:31][CH2:32][CH2:33][CH2:34][CH3:35])[CH2:9][O:10][C:11]1[CH:16]=[N:15][C:14]([C:17]2[CH:18]=[CH:19][C:20]([OH:23])=[CH:21][CH:22]=2)=[N:13][CH:12]=1. Procedure details: In a 2 l four-necked flask were charged 25.3 g (51.2 mmol) of the compound obtained in step 1, 506 ml of THF, and 506 ml of methanol. After purging the flask with nitrogen, 5 g of 10% palladium-on-carbon was added thereto to conduct hydrogenation at 30° to 35° C. under atmospheric pressure for 2 hours. After completion of the reaction, the catalyst was removed by filtration in a nitrogen stream, and the solvent was recovered to afford 20.18 g of the titled compound.